This data is from the Open Reaction Database (ORD), a public repository of structured organic reaction records. The task is: describe an organic reaction: reactants, conditions, products, and yield Reactants: COCCCC1CNCCN1, CC(C)c1nc2c(s1)Nc1ccccc1NC2=S, ClCCl, COS(=O)(=O)C(F)(F)F, c1ccncc1. Product: COCCCC1CN(C2=Nc3ccccc3Nc3sc(C(C)C)nc32)CCN1. Reaction SMILES: [CH3:28][O:29][CH2:30][CH2:31][CH2:32][CH:33]1[NH:34][CH2:35][CH2:36][NH:37][CH2:38]1.[CH:1]([CH3:2])([CH3:3])[c:4]1[n:5][c:6]2[c:12]([s:13]1)[NH:11][c:10]1[c:9]([cH:17][cH:16][cH:15][cH:14]1)[NH:8][C:7]2=[S:18].[Cl:45][CH2:46][Cl:47].[S:19]([O:20][CH3:21])([C:22]([F:23])([F:24])[F:25])(=[O:26])=[O:27].[cH:39]1[cH:40][cH:41][n:42][cH:43][cH:44]1>>[CH:1]([CH3:2])([CH3:3])[c:4]1[n:5][c:6]2[c:12]([s:13]1)[NH:11][c:10]1[c:9]([cH:17][cH:16][cH:15][cH:14]1)[N:8]=[C:7]2[N:37]1[CH2:36][CH2:35][NH:34][CH:33]([CH2:32][CH2:31][CH2:30][O:29][CH3:28])[CH2:38]1. Reactants: C(#N)[C@@]1(C[C@H](O)[C@@H](C(O)C(C2=CC=C(C=C2)OC)(C2=CC=C(C=C2)OC)C2=CC=CC=C2)O1)N1C(=O)NC(=O)C(C)=C1 (1′-Cyano-5′-(4,4′-dimethoxytrityl)thymidine), C(C)(C)(C)[Si](Cl)(C)C (t-butyldimethylchlorosilane), N1C=NC=C1 (imidazole). Solvent: N1=CC=CC=C1 (pyridine), N1=CC=CC=C1 (pyridine). Reaction conditions: time 8 hour. Product: C(#N)[C@@]1(C[C@](O)([C@@H](C(O)C(C2=CC=C(C=C2)OC)(C2=CC=C(C=C2)OC)C2=CC=CC=C2)O1)[Si](C)(C)C(C)(C)C)N1C(=O)NC(=O)C(C)=C1 (1′-cyano-3′-t-butyldimethylsilyl-5′-(4,4′-dimethoxytrityl)thymidine). Reaction SMILES: [C:1]([C@@:3]1([N:34]2[CH:42]=[C:40]([CH3:41])[C:38](=[O:39])[NH:37][C:35]2=[O:36])[O:33][C@H:7]([CH:8]([C:10]([C:27]2[CH:32]=[CH:31][CH:30]=[CH:29][CH:28]=2)([C:19]2[CH:24]=[CH:23][C:22]([O:25][CH3:26])=[CH:21][CH:20]=2)[C:11]2[CH:16]=[CH:15][C:14]([O:17][CH3:18])=[CH:13][CH:12]=2)[OH:9])[C@@H:5]([OH:6])[CH2:4]1)#[N:2].[C:43]([Si:47]([CH3:50])([CH3:49])Cl)([CH3:46])([CH3:45])[CH3:44].N1C=CN=C1>N1C=CC=CC=1>[C:1]([C@@:3]1([N:34]2[CH:42]=[C:40]([CH3:41])[C:38](=[O:39])[NH:37][C:35]2=[O:36])[O:33][C@H:7]([CH:8]([C:10]([C:27]2[CH:32]=[CH:31][CH:30]=[CH:29][CH:28]=2)([C:11]2[CH:16]=[CH:15][C:14]([O:17][CH3:18])=[CH:13][CH:12]=2)[C:19]2[CH:20]=[CH:21][C:22]([O:25][CH3:26])=[CH:23][CH:24]=2)[OH:9])[C@@:5]([Si:47]([C:43]([CH3:46])([CH3:45])[CH3:44])([CH3:50])[CH3:49])([OH:6])[CH2:4]1)#[N:2]. Reported procedure: 1′-Cyano-5′-(4,4′-dimethoxytrityl)thymidine in anhydrous pyridine is added to a stirred solution of t-butyldimethylchlorosilane (1.5 equivalents) and imidazole (3.0 equivalents) in anhydrous pyridine at 0° C. The resulting reaction mixture is stirred at room temperature overnight. Pyridine is evaporated and the residue dissolved in ethyl acetate, washed with brine. The crude is directly used for the next reaction. Reactants: COC(CC(C(=O)OCC1=CC=C(C=C1)[N+](=O)[O-])=O)C(=O)[O-] (1-(4-nitrobenzyl) 4-methoxy-2-oxoglutarate), C(C1=CC=CC=C1)OC(=O)N[C@@H]1C(NOC1)=O ((4S)-4-benzyloxycarbonylamino-3-isoxazolidinone), C1CCC(CC1)N=C=NC2CCCCC2 (DCC). Solvent: ClCCl (dichloromethane). Reaction conditions: time 1 hour. Yields the product C(C1=CC=CC=C1)OC(=O)N[C@@H]1C(N(OC1)C1(OC(C(C1)OC)=O)C(=O)OCC1=CC=C(C=C1)[N+](=O)[O-])=O (4-nitrobenzyl 2-[(4S)-4-benzyloxycarbonylamino-3-oxo-2-isoxazolidinyl]-4-methoxy-5-oxo-2-tetrahydrofurancarboxylate). The yield is 47.4%. RXN SMILES: [CH3:1][O:2][CH:3]([C:20]([O-:22])=[O:21])[CH2:4][C:5](=O)[C:6]([O:8][CH2:9][C:10]1[CH:15]=[CH:14][C:13]([N+:16]([O-:18])=[O:17])=[CH:12][CH:11]=1)=[O:7].[CH2:23]([O:30][C:31]([NH:33][C@H:34]1[CH2:38][O:37][NH:36][C:35]1=[O:39])=[O:32])[C:24]1[CH:29]=[CH:28][CH:27]=[CH:26][CH:25]=1.C1CCC(N=C=NC2CCCCC2)CC1>ClCCl>[CH2:23]([O:30][C:31]([NH:33][C@H:34]1[CH2:38][O:37][N:36]([C:5]2([C:6]([O:8][CH2:9][C:10]3[CH:11]=[CH:12][C:13]([N+:16]([O-:18])=[O:17])=[CH:14][CH:15]=3)=[O:7])[CH2:4][CH:3]([O:2][CH3:1])[C:20](=[O:21])[O:22]2)[C:35]1=[O:39])=[O:32])[C:24]1[CH:29]=[CH:28][CH:27]=[CH:26][CH:25]=1. Procedure details: In 10 ml of dichloromethane was dissolved 896 mg of Compound (93). To the solution were added 680 mg of (4S)-4-benzyloxycarbonylamino-3-isoxazolidinone and 593 mg of DCC, and the mixture was stirred at room temperature for one hour. Then, precipitating crystals were filtered off, and the solvent was evaporated off. The residue was subjected to a silica gel column chromatography, followed by elution with hexane--ethyl acetate (3:2) to give 723 mg of the subject Compound (94) as an oily product. Starting materials: CCOC(=O)C(C)(C)Oc1ccc(OCCc2nc(-c3ccc(Br)cc3)oc2C)cc1, Cc1ccccc1, CCO, [Na+], [Na+], O=C([O-])[O-], OB(O)c1cccnc1. The product is CCOC(=O)C(C)(C)Oc1ccc(OCCc2nc(-c3ccc(-c4cccnc4)cc3)oc2C)cc1. As a reaction SMILES: [CH2:1]([CH3:2])[O:3][C:4]([C:5]([CH3:6])([CH3:7])[O:8][c:9]1[cH:10][cH:11][c:12]([O:15][CH2:16][CH2:17][c:18]2[n:19][c:20](-[c:24]3[cH:25][cH:26][c:27]([Br:30])[cH:28][cH:29]3)[o:21][c:22]2[CH3:23])[cH:13][cH:14]1)=[O:31].[CH3:41][c:42]1[cH:43][cH:44][cH:45][cH:46][cH:47]1.[CH3:54][CH2:55][OH:56].[Na+:48].[Na+:49].[O-:50][C:51](=[O:52])[O-:53].[n:32]1[cH:33][c:34]([B:38]([OH:39])[OH:40])[cH:35][cH:36][cH:37]1>>[CH2:1]([CH3:2])[O:3][C:4]([C:5]([CH3:6])([CH3:7])[O:8][c:9]1[cH:10][cH:11][c:12]([O:15][CH2:16][CH2:17][c:18]2[n:19][c:20](-[c:24]3[cH:25][cH:26][c:27](-[c:34]4[cH:33][n:32][cH:37][cH:36][cH:35]4)[cH:28][cH:29]3)[o:21][c:22]2[CH3:23])[cH:13][cH:14]1)=[O:31]. Starting materials: C1OC=2C=C(C=CC2OC1)NC1=NC(=NC=C1F)NC1=CC(=CC=C1)O (N4-(3,4-ethylenedioxyphenyl)-5-fluoro-N2-(3-hydroxyphenyl)-2,4-pyrimidinediamine), S1C=C(C2=C1C=CC=C2)CN (benzothiophen-3-ylmethylamine), ClC1=NC=C(C(=N1)Cl)F (2,4-dichloro-5-fluoropyrimidine). The product is S1C=C(C2=C1C=CC=C2)CNC2=NC(=NC=C2F)Cl (N4-(benzothiophen-3-ylmethyl)-2-chloro-5-fluoro-4-pyrimidineamine). As a reaction SMILES: C1COC2C=CC(NC3C(F)=CN=C(NC4C=CC=C(O)C=4)N=3)=CC=2O1.[S:27]1[C:31]2[CH:32]=[CH:33][CH:34]=[CH:35][C:30]=2[C:29]([CH2:36][NH2:37])=[CH:28]1.[Cl:38][C:39]1[N:44]=[C:43](Cl)[C:42]([F:46])=[CH:41][N:40]=1>>[S:27]1[C:31]2[CH:32]=[CH:33][CH:34]=[CH:35][C:30]=2[C:29]([CH2:36][NH:37][C:41]2[C:42]([F:46])=[CH:43][N:44]=[C:39]([Cl:38])[N:40]=2)=[CH:28]1. Procedure details: In a manner analogous to the preparation of N4-(3,4-ethylenedioxyphenyl)-5-fluoro-N2-(3-hydroxyphenyl)-2,4-pyrimidinediamine, the reaction of benzothiophen-3-ylmethylamine (244 mg, 1.5 mmol) and 2,4-dichloro-5-fluoropyrimidine (50 mg, 0.3 mmol) gave N4-(benzothiophen-3-ylmethyl)-2-chloro-5-fluoro-4-pyrimidineamine. The reaction of N4-(benzothiophen-3-ylmethyl)-2-chloro-5-fluoro-4-pyrimidineamine and 3-aminophenol (200 mg, 1.83 mmol) gave N4-(benzothiophen-3-ylmethyl)-5-fluoro-N2-(3-hydroxyphenyl...